describe an organic reaction: reactants, conditions, products, and yield From a dataset of the Open Reaction Database (ORD), a public repository of structured organic reaction records. As a reaction SMILES: [OH:1][C:2]1[CH:11]=[CH:10][C:5]2[C:6](=[O:9])[CH2:7][O:8][C:4]=2[C:3]=1[CH2:12][N:13]1[CH2:18][CH2:17][N:16]([C:19]([O:21][C:22]([CH3:25])([CH3:24])[CH3:23])=[O:20])[CH2:15][CH2:14]1.[CH3:26][S:27]([N:30]1[C:38]2[C:33](=[CH:34][CH:35]=[CH:36][CH:37]=2)[C:32]([CH:39]=O)=[CH:31]1)(=[O:29])=[O:28].N1CCCCC1>CO>[OH:1][C:2]1[CH:11]=[CH:10][C:5]2[C:6](=[O:9])/[C:7](=[CH:39]/[C:32]3[C:33]4[C:38](=[CH:37][CH:36]=[CH:35][CH:34]=4)[N:30]([S:27]([CH3:26])(=[O:29])=[O:28])[CH:31]=3)/[O:8][C:4]=2[C:3]=1[CH2:12][N:13]1[CH2:14][CH2:15][N:16]([C:19]([O:21][C:22]([CH3:25])([CH3:24])[CH3:23])=[O:20])[CH2:17][CH2:18]1. Reaction conditions: time 8 hour. Product: OC1=C(C2=C(C(/C(/O2)=C/C2=CN(C3=CC=CC=C23)S(=O)(=O)C)=O)C=C1)CN1CCN(CC1)C(=O)OC(C)(C)C (tert-butyl (Z)-4-[(6-hydroxy-2-{[1-(methylsulfonyl)-1H-indol-3-yl]methylene}-3-oxo-2,3-dihydrobenzofuran-7-yl)methyl]piperazine-1-carboxylate). Procedure details: A solution of tert-butyl 4-[(6-hydroxy-3-oxo-2,3-dihydrobenzofuran-7-yl)methyl]piperazine-1-carboxylate (0.100 g, 0.287 mmol) obtained in Example A16, Step 1 in methanol (2 mL) was added with 1-(methanesulfonyl)-1H-indole-3-carboxaldehyde (0.0641 g, 0.287 mmol) and piperidine (0.00244 g, 0.0287 mmol), and the mixture was stirred overnight at room temperature. The reaction mixture was added with methanol (2 mL), and the solid was suspended in methanol and thereby washed to obtain tert-butyl (Z)-4... The reactants are OC1=C(C2=C(C(CO2)=O)C=C1)CN1CCN(CC1)C(=O)OC(C)(C)C (tert-butyl 4-[(6-hydroxy-3-oxo-2,3-dihydrobenzofuran-7-yl)methyl]piperazine-1-carboxylate), CS(=O)(=O)N1C=C(C2=CC=CC=C12)C=O (1-(methanesulfonyl)-1H-indole-3-carboxaldehyde), N1CCCCC1 (piperidine). Solvent: CO (methanol), CO (methanol), CO (methanol). Yield: 65.5%.